This data is from the Open Reaction Database (ORD), a public repository of structured organic reaction records. The task is: describe an organic reaction: reactants, conditions, products, and yield The reactants are CO, Cc1cnc2cccc([N+](=O)[O-])c2n1, [Cl-], [Cl-], [Cl-], [Ti+3]. Product: Cc1cnc2cccc(N)c2n1. RXN SMILES: [CH3:15][OH:16].[CH3:1][c:2]1[n:3][c:4]2[c:5]([N+:12]([O-:13])=[O:14])[cH:6][cH:7][cH:8][c:9]2[n:10][cH:11]1.[Cl-:17].[Cl-:18].[Cl-:19].[Ti+3:20]>>[CH3:1][c:2]1[n:3][c:4]2[c:5]([NH2:12])[cH:6][cH:7][cH:8][c:9]2[n:10][cH:11]1. Starting materials: CCOC(C)=O, CC(=O)c1ccc(B(O)O)cc1, CCCCCC. Yields the product CCOC(=O)Cc1ccc(C(C)=O)cc1. RXN SMILES: [C:13]([CH3:14])(=[O:15])[O:16][CH2:17][CH3:18].[C:1]([CH3:2])(=[O:3])[c:4]1[cH:5][cH:6][c:7]([B:10]([OH:11])[OH:12])[cH:8][cH:9]1.[CH3:19][CH2:20][CH2:21][CH2:22][CH2:23][CH3:24]>>[C:1]([CH3:2])(=[O:3])[c:4]1[cH:5][cH:6][c:7]([CH2:14][C:13](=[O:15])[O:16][CH2:17][CH3:18])[cH:8][cH:9]1. The reactants are CC1(CCOC2=CC=C(C=C12)C#CC1=NC=C(C=C1)CO)C (2-[2-(4,4-dimethylchroman-6-yl)ethynyl]-5-hydroxymethylpyridine), C(C)(=O)O (acetic acid), C1(CCCCC1)N=C=NC1CCCCC1 (dicyclohexylcarbodiimide). Reagents/catalysts: CN(C1=CC=NC=C1)C (4-dimethylaminopyridine). Run in C(Cl)Cl (methylene chloride). Yields the product CC1(CCOC2=CC=C(C=C12)C#CC1=NC=C(C=C1)COC(C)=O)C (2-[2-(4,4-Dimethylchroman-6-yl)ethynyl]-5-acetoxymethylpyridine). As a reaction SMILES: [CH3:1][C:2]1([CH3:22])[C:11]2[C:6](=[CH:7][CH:8]=[C:9]([C:12]#[C:13][C:14]3[CH:19]=[CH:18][C:17]([CH2:20][OH:21])=[CH:16][N:15]=3)[CH:10]=2)[O:5][CH2:4][CH2:3]1.[C:23](O)(=[O:25])[CH3:24].C1(N=C=NC2CCCCC2)CCCCC1>CN(C)C1C=CN=CC=1.C(Cl)Cl>[CH3:1][C:2]1([CH3:22])[C:11]2[C:6](=[CH:7][CH:8]=[C:9]([C:12]#[C:13][C:14]3[CH:19]=[CH:18][C:17]([CH2:20][O:21][C:23](=[O:25])[CH3:24])=[CH:16][N:15]=3)[CH:10]=2)[O:5][CH2:4][CH2:3]1. Procedure: A solution of 2.81 g (10 mmol) of 2-[2-(4,4-dimethylchroman-6-yl)ethynyl]-5-hydroxymethylpyridine, 600 mg (10 mmol) of glacial acetic acid, 2.06 g (10 mmol) of dicyclohexylcarbodiimide and 460 mg (3.765 mmol) of 4-dimethylaminopyridine in 150 ml methylene chloride is stirred at room temperature for 48 hours. The reaction mixture is then filtered and the residue washed with 50 ml of methylene chloride. The filtrate is then concentrated in vacuo and the residue is purified by chromatography follow... Starting materials: Cc1cc(C)nc(C=Cc2nn(C3CCCCO3)c3cc(Nc4ccccc4C(=O)O)ccc23)c1, NCC#CC1CC1. Product: Cc1cc(C)nc(C=Cc2nn(C3CCCCO3)c3cc(Nc4ccccc4C(=O)NCC#CC4CC4)ccc23)c1. As a reaction SMILES: [CH3:1][c:2]1[cH:3][c:4]([CH:9]=[CH:10][c:11]2[n:12][n:13]([CH:30]3[O:31][CH2:32][CH2:33][CH2:34][CH2:35]3)[c:14]3[cH:15][c:16]([NH:20][c:21]4[c:22]([C:23](=[O:24])[OH:25])[cH:26][cH:27][cH:28][cH:29]4)[cH:17][cH:18][c:19]23)[n:5][c:6]([CH3:8])[cH:7]1.[CH:36]1([C:39]#[C:40][CH2:41][NH2:42])[CH2:37][CH2:38]1>>[CH3:1][c:2]1[cH:3][c:4]([CH:9]=[CH:10][c:11]2[n:12][n:13]([CH:30]3[O:31][CH2:32][CH2:33][CH2:34][CH2:35]3)[c:14]3[cH:15][c:16]([NH:20][c:21]4[c:22]([C:23](=[O:25])[NH:42][CH2:41][C:40]#[C:39][CH:36]5[CH2:37][CH2:38]5)[cH:26][cH:27][cH:28][cH:29]4)[cH:17][cH:18][c:19]23)[n:5][c:6]([CH3:8])[cH:7]1. The reactants are C(C)(C)(C)OC(=O)C=1N(C2=CC=C(C=C2C1NC(=O)NC1=CSC=C1C(=O)OC)C(F)(F)F)C(=O)OCC1=CC=CC=C1 (1-benzyloxycarbonyl-3-[3-(4-methoxycarbonylthiophen-3-yl)-ureido]-5-trifluoromethyl-1H-indole-2-carboxylic acid tert-butyl ester), solution, C[O-].[Na+] (sodium methoxide), C(C)(=O)OCC (Ethyl acetate). Run in CO (methanol). Reaction conditions: temperature 100 celsius. The product is C(C)(C)(C)OC(=O)C=1NC2=CC=C(C=C2C1N1C(NC=2C(C1=O)=CSC2)=O)C(F)(F)F (3-(2,4-dioxo-1,2-dihydro-4H-thieno[3,4-d]pyrimidin-3-yl)-5-trifluoromethyl-1H-indole-2-carboxylic acid tert-butyl ester). The yield is 86.9%. RXN SMILES: [C:1]([O:5][C:6]([C:8]1[N:9](C(OCC2C=CC=CC=2)=O)[C:10]2[C:15]([C:16]=1[NH:17][C:18]([NH:20][C:21]1[C:25]([C:26](OC)=[O:27])=[CH:24][S:23][CH:22]=1)=[O:19])=[CH:14][C:13]([C:30]([F:33])([F:32])[F:31])=[CH:12][CH:11]=2)=[O:7])([CH3:4])([CH3:3])[CH3:2].C[O-].[Na+].C(OCC)(=O)C>CO>[C:1]([O:5][C:6]([C:8]1[NH:9][C:10]2[C:15]([C:16]=1[N:17]1[C:26](=[O:27])[C:25]3=[CH:24][S:23][CH:22]=[C:21]3[NH:20][C:18]1=[O:19])=[CH:14][C:13]([C:30]([F:33])([F:31])[F:32])=[CH:12][CH:11]=2)=[O:7])([CH3:4])([CH3:3])[CH3:2] |f:1.2|. Reported procedure: To a solution of 1-benzyloxycarbonyl-3-[3-(4-methoxycarbonylthiophen-3-yl)-ureido]-5-trifluoromethyl-1H-indole-2-carboxylic acid tert-butyl ester 5G (5.29 g, 8.57 mmol) in anhydrous methanol (50 mL) was added a 0.5 M solution of sodium methoxide (25 mL, 12.5 mmol). The reaction mixture was heated in a microwave reactor at 100° C. for 10 minutes. Ethyl acetate (500 mL) was added and the organic layer was washed with 1 N hydrochloric acid and brine. The organic layer was dried over sodium sulfate.... Reactants: N[C@@H](CO)C(=O)O (serine), NC(C(=O)O)(CO)CO (2-amino-3-hydroxy-2-hydroxymethylpropionic acid), C([O-])([O-])=O.[Na+].[Na+] (sodium carbonate), C=O (formaldehyde), ON1N=NC2=C1C=CC=C2 (1-hydroxy benzotriazole), NC(C(=O)O)(CO)CO (2-amino-3-hydroxy-2-hydroxymethylpropionic acid). Product: C1(=CC=CC=C1)C(C(=O)N)(CO)CO (phenyl-3-hydroxy-2-hydroxymethylpropionamide), hydrochloride salt. As a reaction SMILES: [NH2:1][C@H](C(O)=O)CO.N[C:9]([CH2:15][OH:16])([CH2:13][OH:14])[C:10]([OH:12])=O.C(=O)([O-])[O-].[Na+].[Na+].C=O.ON1[C:30]2[CH:31]=[CH:32][CH:33]=[CH:34][C:29]=2N=N1>>[C:29]1([C:9]([CH2:13][OH:14])([CH2:15][OH:16])[C:10]([NH2:1])=[O:12])[CH:34]=[CH:33][CH:32]=[CH:31][CH:30]=1 |f:2.3.4|. Procedure details: In Scheme B serine is converted to 2-amino-3-hydroxy-2-hydroxymethylpropionic acid by reaction with aqueous sodium carbonate containing an excess of formaldehyde. From that point the synthesis is conducted as set out in Scheme A. However, it is preferable to activate 2-amino-3-hydroxy-2-hydroxymethylpropionic acid with 1-hydroxy benzotriazole to facilitate condensation with p- N,N-bis(2-chloroethyl)!phenylendediamine. The product, 2-amino-N- p-bis(2-chloroethyl)amino!phenyl-3-hydroxy-2-hydroxyme... Product: ClC=1C(=CC(=C(C(=O)NS(N(C)C)(=O)=O)C1)F)OCC1(CCC1)C(F)(F)F (5-chloro-N—(N,N-dimethylsulfamoyl)-2-fluoro-4-((1-(trifluoromethyl)-cyclobutyl)methoxy)benzamide), solid. Reactants: C12(CC3CC(CC(C1)C3)C2)CO (adamantan-1-ylmethanol), FC(C1(CCC1)CO)(F)F ((1-(trifluoromethyl)cyclobutyl)methanol), ClC=1C(=CC(=C(C(=O)NS(=O)(=O)C)C1)F)F (5-chloro-2,4-difluoro-N-(methylsulfonyl)benzamide), ClC=1C(=CC(=C(C(=O)NS(N(C)C)(=O)=O)C1)F)F (5-chloro-N—(N,N-dimethylsulfamoyl)-2,4-difluorobenzamide). Yield: 12.0%. Procedure details: Following the procedure as described in Example 8 and making variations as required to replace 5-chloro-2,4-difluoro-N-(methylsulfonyl)benzamide with 5-chloro-N—(N,N-dimethylsulfamoyl)-2,4-difluorobenzamide and adamantan-1-ylmethanol with (1-(trifluoromethyl)cyclobutyl)methanol, the title compound was obtained as a colorless solid (0.05 g, 12%): 1H NMR (300 MHz, DMSO-d6) δ 11.82 (s, 1H), 7.76 (d, J=7.4 Hz, 1H), 7.38 (d, J=12.2 Hz, 1H), 4.41 (s, 2H), 2.88 (s, 6H), 2.38-2.26 (m, 2H), 2.19-2.08 (m,... RXN SMILES: ClC1C(F)=CC(F)=C(C=1)C(NS(C)(=O)=O)=O.[Cl:17][C:18]1[C:19](F)=[CH:20][C:21]([F:33])=[C:22]([CH:32]=1)[C:23]([NH:25][S:26](=[O:31])(=[O:30])[N:27]([CH3:29])[CH3:28])=[O:24].C12(CO)CC3CC(CC(C3)C1)C2.[F:47][C:48]([F:56])([F:55])[C:49]1([CH2:53][OH:54])[CH2:52][CH2:51][CH2:50]1>>[Cl:17][C:18]1[C:19]([O:54][CH2:53][C:49]2([C:48]([F:56])([F:55])[F:47])[CH2:52][CH2:51][CH2:50]2)=[CH:20][C:21]([F:33])=[C:22]([CH:32]=1)[C:23]([NH:25][S:26](=[O:31])(=[O:30])[N:27]([CH3:29])[CH3:28])=[O:24]. The product is CC(=O)c1ccc(S(N)(=O)=O)c(Cl)c1. The reactants are NS(=O)(=O)c1ccc(Br)cc1Cl, CCCC[Sn](C=COCC)(CCCC)CCCC, Cl, [Cu]I, [Na+], O=C([O-])O, Cl[Pd]Cl, c1ccc(P(c2ccccc2)c2ccccc2)cc1, c1ccc(P(c2ccccc2)c2ccccc2)cc1. Reaction SMILES: [Br:1][c:2]1[cH:3][c:4]([Cl:12])[c:5]([S:8](=[O:9])(=[O:10])[NH2:11])[cH:6][cH:7]1.[CH2:13]([CH3:14])[O:15][CH:16]=[CH:17][Sn:18]([CH2:19][CH2:20][CH2:21][CH3:22])([CH2:23][CH2:24][CH2:25][CH3:26])[CH2:27][CH2:28][CH2:29][CH3:30].[ClH:31].[Cu:37][I:38].[Na+:36].[O-:32][C:33]([OH:34])=[O:35].[Pd:39]([Cl:40])[Cl:41].[c:42]1([P:43]([c:44]2[cH:45][cH:46][cH:47][cH:48][cH:49]2)[c:50]2[cH:51][cH:52][cH:53][cH:54][cH:55]2)[cH:56][cH:57][cH:58][cH:59][cH:60]1.[c:61]1([P:62]([c:63]2[cH:64][cH:65][cH:66][cH:67][cH:68]2)[c:69]2[cH:70][cH:71][cH:72][cH:73][cH:74]2)[cH:75][cH:76][cH:77][cH:78][cH:79]1>>[c:2]1([C:13]([CH3:14])=[O:15])[cH:3][c:4]([Cl:12])[c:5]([S:8](=[O:9])(=[O:10])[NH2:11])[cH:6][cH:7]1.